This data is from the Open Reaction Database (ORD), a public repository of structured organic reaction records. The task is: describe an organic reaction: reactants, conditions, products, and yield Reactants: [Si](C)(C)(C(C)(C)C)OC=1C=C(C=CC1)C1=NNC2=NC=NC(=C21)N (3-(3-(tert-Butyldimethylsilyloxy)phenyl)-1H-pyrazolo[3,4-d]pyrimidin-4-amine), C([O-])([O-])=O.[K+].[K+] (Potassium carbonate), BrC1=C2C(N(C(=NC2=CC=C1)CCl)CC1=C(C=CC=C1)Cl)=O (5-bromo-3-(2-chlorobenzyl)-2-(chloromethyl)quinazolin-4(3H)-one), C([O-])([O-])=O.[K+].[K+] (potassium carbonate). Run in CN(C)C=O (DMF), CN(C)C=O (DMF). Run at time 18 hour. The product is NC1=C2C(=NC=N1)N(N=C2C2=CC(=CC=C2)O)CC2=NC1=CC=CC(=C1C(N2CC2=C(C=CC=C2)Cl)=O)Br (2-((4-Amino-3-(3-hydroxyphenyl)-1H-pyrazolo[3,4-d]pyrimidin-1-yl)methyl)-5-bromo-3-(2-chlorobenzyl)quinazolin-4(3H)-one). The yield is 63.9%. As a reaction SMILES: [Br:1][C:2]1[CH:11]=[CH:10][CH:9]=[C:8]2[C:3]=1[C:4](=[O:22])[N:5]([CH2:14][C:15]1[CH:20]=[CH:19][CH:18]=[CH:17][C:16]=1[Cl:21])[C:6]([CH2:12]Cl)=[N:7]2.C(=O)([O-])[O-].[K+].[K+].[Si]([O:36][C:37]1[CH:38]=[C:39]([C:43]2[C:51]3[C:46](=[N:47][CH:48]=[N:49][C:50]=3[NH2:52])[NH:45][N:44]=2)[CH:40]=[CH:41][CH:42]=1)(C(C)(C)C)(C)C>CN(C=O)C>[NH2:52][C:50]1[N:49]=[CH:48][N:47]=[C:46]2[N:45]([CH2:12][C:6]3[N:5]([CH2:14][C:15]4[CH:20]=[CH:19][CH:18]=[CH:17][C:16]=4[Cl:21])[C:4](=[O:22])[C:3]4[C:8](=[CH:9][CH:10]=[CH:11][C:2]=4[Br:1])[N:7]=3)[N:44]=[C:43]([C:39]3[CH:40]=[CH:41][CH:42]=[C:37]([OH:36])[CH:38]=3)[C:51]=12 |f:1.2.3|. Reported procedure: To a stirred mixture of compound (8) (100 mg, 0.25 mmol) and potassium carbonate (42 mg, 0.30 mmol) in DMF (2.5 mL) was added a solution of compound (3) (94 mg, 0.28 mmol) in DMF (2.5 mL) and the reaction mixture was stirred at RT for 18 hr. Potassium carbonate (3×35 mg, 0.75 mmol) was added in three portions over 30 hr. The solvent was removed in vacuo and the crude material was purified by flash column chromatography, eluting with 4.5% methanol in DCM, to afford the title compound (Intermediat...